From a dataset of the Open Reaction Database (ORD), a public repository of structured organic reaction records. describe an organic reaction: reactants, conditions, products, and yield Reactants: O=C([O-])C=CC(=O)[O-], OC1CCN(c2ccccc2)C12CCN(C1CC3CCCCCC3C1)CC2, CCOCC, O=C(O)C=CC(=O)O. The product is O=C(O)C=CC(=O)O, O=C1CCN(c2ccccc2)C12CCN(C1CC3CCCCCC3C1)CC2. RXN SMILES: [C:28]([CH:29]=[CH:30][C:31](=[O:32])[O-:33])(=[O:34])[O-:35].[CH2:1]1[CH:2]([N:11]2[CH2:12][CH2:13][C:14]3([CH:15]([OH:25])[CH2:16][CH2:17][N:18]3[c:19]3[cH:20][cH:21][cH:22][cH:23][cH:24]3)[CH2:26][CH2:27]2)[CH2:3][CH:4]2[CH2:5][CH2:6][CH2:7][CH2:8][CH2:9][CH:10]12.[CH3:44][CH2:45][O:46][CH2:47][CH3:48].[OH:36][C:37]([CH:38]=[CH:39][C:40](=[O:41])[OH:42])=[O:43]>>[C:28]([CH:29]=[CH:30][C:31](=[O:32])[OH:33])(=[O:34])[OH:35].[CH2:1]1[CH:2]([N:11]2[CH2:12][CH2:13][C:14]3([C:15](=[O:25])[CH2:16][CH2:17][N:18]3[c:19]3[cH:20][cH:21][cH:22][cH:23][cH:24]3)[CH2:26][CH2:27]2)[CH2:3][CH:4]2[CH2:5][CH2:6][CH2:7][CH2:8][CH2:9][CH:10]12.